describe an organic reaction: reactants, conditions, products, and yield From a dataset of the Open Reaction Database (ORD), a public repository of structured organic reaction records. Reactants: CC=1C=CC(=CC1)C (p-xylene), CSC1=C(C(=O)Cl)C=CC=C1 (2-(methylthio)benzoyl chloride), [Al+3].[Cl-].[Cl-].[Cl-] (AlCl3), C(Cl)Cl (DCM). Run in O (water). Yields the product CC1=C(C=C(C=C1)C)C(=O)C1=C(C=CC=C1)SC ((2,5-dimethylphenyl)(2-(methylthio)phenyl)methanone). Isolated yield 46.0%. RXN SMILES: [CH3:1][S:2][C:3]1[CH:11]=[CH:10][CH:9]=[CH:8][C:4]=1[C:5](Cl)=[O:6].[Al+3].[Cl-].[Cl-].[Cl-].C(Cl)Cl.[CH3:19][C:20]1[CH:21]=[CH:22][C:23]([CH3:26])=[CH:24][CH:25]=1>O>[CH3:19][C:20]1[CH:21]=[CH:22][C:23]([CH3:26])=[CH:24][C:25]=1[C:5]([C:4]1[CH:8]=[CH:9][CH:10]=[CH:11][C:3]=1[S:2][CH3:1])=[O:6] |f:1.2.3.4|. Procedure details: To a mixture of 1.2 g 2-(methylthio)benzoyl chloride (B) and 1.55 g AlCl3 at 0° C. was added slowly 20 ml DCM. The mixture was stirred 5 minutes at ambient temperature before 7.8 g p-xylene was added slowly. The reaction was stirred 30 minutes at ambient temperature before water was added slowly. The mixture was extracted with DCM (2×50 ml). The combined organic layer was washed with brine, dried over magnesium sulfate, filtered and concentrated. Flash silica chromatography (hexane:ethyl acetate...